From a dataset of the Open Reaction Database (ORD), a public repository of structured organic reaction records. describe an organic reaction: reactants, conditions, products, and yield The reactants are CCOC(=O)c1c(-c2ccccc2)csc1N, CC(=O)O, O=C1OC(=O)c2ccccc21. The product is CCOC(=O)c1c(-c2ccccc2)csc1N1C(=O)c2ccccc2C1=O. Reaction SMILES: [CH2:1]([CH3:2])[O:3][C:4](=[O:5])[c:6]1[c:7]([NH2:17])[s:8][cH:9][c:10]1-[c:11]1[cH:12][cH:13][cH:14][cH:15][cH:16]1.[CH3:29][C:30](=[O:31])[OH:32].[O:18]=[C:19]1[O:20][C:21](=[O:22])[c:23]2[cH:24][cH:25][cH:26][cH:27][c:28]21>>[CH2:1]([CH3:2])[O:3][C:4](=[O:5])[c:6]1[c:7]([N:17]2[C:19](=[O:18])[c:28]3[c:23]([cH:24][cH:25][cH:26][cH:27]3)[C:21]2=[O:20])[s:8][cH:9][c:10]1-[c:11]1[cH:12][cH:13][cH:14][cH:15][cH:16]1. The reactants are TEA, N[C@H]1[C@H](CC=2SC=CC21)O (racemic cis-4-amino-5,6-dihydro-4H-cyclopenta[b]thiophen-5-ol), C(=O)(OC(C)(C)C)N[C@@H](CC1=CC=CC=C1)C(=O)O (Boc-L-phenylalanin), CCN=C=NCCCN(C)C (EDAC), C(CC(O)(C(=O)O)CC(=O)O)(=O)O (citric acid). The solvent is CN(C)C=O (DMF). Conditions: time 8 hour. Yields the product C(C)(C)(C)OC(NC(CC1=CC=CC=C1)C(NC1C(CC=2SC=CC21)O)=O)=O ([1-(5-Hydroxy-5,6-dihydro-4H-cyclopenta[b]thiophen-4-ylcarbamoyl)-2-phenyl-ethyl]-carbamic acid tert-butyl ester). As a reaction SMILES: [NH2:1][C@@H:2]1[C:9]2[CH:8]=[CH:7][S:6][C:5]=2[CH2:4][C@@H:3]1[OH:10].[C:11]([NH:18][C@H:19]([C:27](O)=[O:28])[CH2:20][C:21]1[CH:26]=[CH:25][CH:24]=[CH:23][CH:22]=1)([O:13][C:14]([CH3:17])([CH3:16])[CH3:15])=[O:12].CCN=C=NCCCN(C)C.C(O)(=O)CC(CC(O)=O)(C(O)=O)O>CN(C=O)C>[C:14]([O:13][C:11](=[O:12])[NH:18][CH:19]([C:27](=[O:28])[NH:1][CH:2]1[C:9]2[CH:8]=[CH:7][S:6][C:5]=2[CH2:4][CH:3]1[OH:10])[CH2:20][C:21]1[CH:22]=[CH:23][CH:24]=[CH:25][CH:26]=1)([CH3:15])([CH3:17])[CH3:16]. Procedure: To a mixture of the racemic cis-4-amino-5,6-dihydro-4H-cyclopenta[b]thiophen-5-ol (17.5 g, 0.112 mol) in dry DMF (400 mL) was added Boc-L-phenylalanin (30.51 g, 0.115 mol) HOBT (15.6 g, 0.115 mol) and EDAC (22.0 g, 0.115 mol). To the stirred mixture was added TEA (16 mL, 0.115 mol) and the mixture was stirred at room temperature overnight. The mixture was added to 5% citric acid and extracted three times with ethyl acetate. The organic phase was washed with brine and saturated sodium hydrogen ca... Starting materials: C(CC(=O)C)(=O)OCCN(C[Si](C)(C)C)C (2-(N-methyl-N-trimethylsilylmethylamino)ethyl acetoacetate), [N+](=O)([O-])C=1C=C(C=C(C(=O)OCC2CC2)C(=O)C)C=CC1 (cyclopropylmethyl 2-(3-nitrobenzylidene)acetoacetate), N (ammonia). Run in C(C)O (ethanol). Run at time 7 hour. Product: CC=1NC(=C(C(C1C(=O)OCC1CC1)C1=CC(=CC=C1)[N+](=O)[O-])C(=O)OCCN(C[Si](C)(C)C)C)C (3-cyclopropylmethyl 5-[2-(N-methyl-N-trimethylsilylmethylamino)ethyl] 1,4-dihydro-2,6-dimethyl-4-(3-nitrophenyl)pyridine-3,5-dicarboxylate). The yield is 25.7%. Reaction SMILES: [C:1]([O:7][CH2:8][CH2:9][N:10]([CH3:16])[CH2:11][Si:12]([CH3:15])([CH3:14])[CH3:13])(=[O:6])[CH2:2][C:3]([CH3:5])=O.[N+:17]([C:20]1[CH:21]=[C:22]([CH:35]=[CH:36][CH:37]=1)[CH:23]=[C:24]([C:32]([CH3:34])=O)[C:25]([O:27][CH2:28][CH:29]1[CH2:31][CH2:30]1)=[O:26])([O-:19])=[O:18].[NH3:38]>C(O)C>[CH3:34][C:32]1[NH:38][C:3]([CH3:5])=[C:2]([C:1]([O:7][CH2:8][CH2:9][N:10]([CH3:16])[CH2:11][Si:12]([CH3:15])([CH3:14])[CH3:13])=[O:6])[CH:23]([C:22]2[CH:35]=[CH:36][CH:37]=[C:20]([N+:17]([O-:19])=[O:18])[CH:21]=2)[C:24]=1[C:25]([O:27][CH2:28][CH:29]1[CH2:31][CH2:30]1)=[O:26]. Procedure details: A mixture of 15.3 g (53 mmol) of 2-(N-methyl-N-trimethylsilylmethylamino)ethyl acetoacetate, 13.0 g (53 mmol) of cyclopropylmethyl 2-(3-nitrobenzylidene)acetoacetate, 4.4 ml of 28% aqueous ammonia and 50 ml of ethanol was stirred at the reflux temperature for 7 hours, and then the solvent was removed under reduced pressure. The residue was chromatographed on silica gel column to afford 3-cyclopropylmethyl 5-[2-(N-methyl-N-trimethylsilylmethylamino)ethyl] 1,4-dihydro-2,6-dimethyl-4-(3-nitrophenyl... Starting materials: COC(=O)C(Cc1ccc(-c2ccc(C#N)cc2)cc1)NC(=O)C1Cc2cc3c(cc2CN1S(=O)(=O)c1sc(N)nc1C)OC(c1ccc(OCc2ccc(Cl)c(Cl)c2)cc1)CO3, O=C(Cl)C1CCCC1. Product: COC(=O)C(Cc1ccc(-c2ccc(C#N)cc2)cc1)NC(=O)C1Cc2cc3c(cc2CN1S(=O)(=O)c1sc(NC(=O)C2CCCC2)nc1C)OC(c1ccc(OCc2ccc(Cl)c(Cl)c2)cc1)CO3. As a reaction SMILES: [CH3:1][O:2][C:3]([CH:4]([CH2:5][c:6]1[cH:7][cH:8][c:9](-[c:12]2[cH:13][cH:14][c:15]([C:18]#[N:19])[cH:16][cH:17]2)[cH:10][cH:11]1)[NH:20][C:21](=[O:22])[CH:23]1[N:24]([S:53](=[O:54])(=[O:55])[c:56]2[c:57]([CH3:62])[n:58][c:59]([NH2:61])[s:60]2)[CH2:25][c:26]2[cH:27][c:28]3[c:29]([cH:30][c:31]2[CH2:32]1)[O:33][CH2:34][CH:35]([c:37]1[cH:38][cH:39][c:40]([O:43][CH2:44][c:45]2[cH:46][c:47]([Cl:52])[c:48]([Cl:51])[cH:49][cH:50]2)[cH:41][cH:42]1)[O:36]3)=[O:63].[CH:64]1([C:69](=[O:70])[Cl:71])[CH2:65][CH2:66][CH2:67][CH2:68]1>>[CH3:1][O:2][C:3]([CH:4]([CH2:5][c:6]1[cH:7][cH:8][c:9](-[c:12]2[cH:13][cH:14][c:15]([C:18]#[N:19])[cH:16][cH:17]2)[cH:10][cH:11]1)[NH:20][C:21](=[O:22])[CH:23]1[N:24]([S:53](=[O:54])(=[O:55])[c:56]2[c:57]([CH3:62])[n:58][c:59]([NH:61][C:69]([CH:64]3[CH2:65][CH2:66][CH2:67][CH2:68]3)=[O:70])[s:60]2)[CH2:25][c:26]2[cH:27][c:28]3[c:29]([cH:30][c:31]2[CH2:32]1)[O:33][CH2:34][CH:35]([c:37]1[cH:38][cH:39][c:40]([O:43][CH2:44][c:45]2[cH:46][c:47]([Cl:52])[c:48]([Cl:51])[cH:49][cH:50]2)[cH:41][cH:42]1)[O:36]3)=[O:63]. The reactants are C(C)OCC (ethyl ether), C(C1=CC=CC=C1)(C1=CC=CC=C1)OC(C(NC([C@@H](NC(=O)OCC1=CC=CC=C1)C)=O)C1C(NC(C1)=O)=O)=O (benzyloxycarbonyl-L-alanyl-2-(2,5-dioxopyrrolidin-3-yl)glycine benzhydryl ester), solution, Br (hydrogen bromide). Solvent: C(C)(=O)O (acetic acid). Conditions: time 1 hour. Yields the product Br.N[C@@H](C)C(=O)NC(C(=O)O)C1C(NC(C1)=O)=O (L-Alanyl-2-(2,5-dioxopyrrolidin-3-yl)glycine hydrobromide). As a reaction SMILES: C([O:14][C:15](=[O:40])[CH:16]([CH:33]1[CH2:37][C:36](=[O:38])[NH:35][C:34]1=[O:39])[NH:17][C:18](=[O:32])[C@H:19]([CH3:31])[NH:20]C(OCC1C=CC=CC=1)=O)(C1C=CC=CC=1)C1C=CC=CC=1.[BrH:41].C(OCC)C>C(O)(=O)C>[BrH:41].[NH2:20][C@H:19]([C:18]([NH:17][CH:16]([CH:33]1[CH2:37][C:36](=[O:38])[NH:35][C:34]1=[O:39])[C:15]([OH:40])=[O:14])=[O:32])[CH3:31] |f:4.5|. Procedure: To 5.3 g of benzyloxycarbonyl-L-alanyl-2-(2,5-dioxopyrrolidin-3-yl)glycine benzhydryl ester was added 10 ml of a 30% solution of hydrogen bromide in acetic acid and the mixture was stirred at room temperature for one hour. To the reaction mixture was added ethyl ether and the resulting precipitate was collected by filtration. Yield 3.2 g. The reactants are CO, Cn1c(=O)c(-c2cc(NC(=O)c3cccc(C(F)(F)F)c3)ccc2Cl)cc2cnc(S(C)(=O)=O)nc21, Nc1cccc(N)c1. The product is Cn1c(=O)c(-c2cc(NC(=O)c3cccc(C(F)(F)F)c3)ccc2Cl)cc2cnc(Nc3cccc(N)c3)nc21. Reaction SMILES: [CH3:45][OH:46].[Cl:9][c:10]1[c:11](-[c:29]2[cH:30][c:31]3[c:32]([n:33][c:34]([S:37]([CH3:38])(=[O:39])=[O:40])[n:35][cH:36]3)[n:41]([CH3:44])[c:42]2=[O:43])[cH:12][c:13]([NH:16][C:17]([c:18]2[cH:19][c:20]([C:24]([F:25])([F:26])[F:27])[cH:21][cH:22][cH:23]2)=[O:28])[cH:14][cH:15]1.[NH2:1][c:2]1[cH:3][c:4]([NH2:5])[cH:6][cH:7][cH:8]1>>[NH2:1][c:2]1[cH:3][c:4]([NH:5][c:34]2[n:33][c:32]3[c:31]([cH:30][c:29](-[c:11]4[c:10]([Cl:9])[cH:15][cH:14][c:13]([NH:16][C:17]([c:18]5[cH:19][c:20]([C:24]([F:25])([F:26])[F:27])[cH:21][cH:22][cH:23]5)=[O:28])[cH:12]4)[c:42](=[O:43])[n:41]3[CH3:44])[cH:36][n:35]2)[cH:6][cH:7][cH:8]1. Starting materials: [H-].[H-].[H-].[H-].[Li+].[Al+3] (LAH), solution, ClC1=C(C=C(C=C1)Cl)N(S(=O)(=O)C1=CC=C(C=C1)Cl)C(CC(=O)OC)C (N-(2,5-dichlorophenyl)-N-(1-carbomethoxyprop-2-yl)-4-chlorobenzenesulfonamide), C1CCOC1 (THF), C1CCOC1 (THF), C1CCOC1 (THF). Reaction conditions: temperature 0 celsius, time 3 hour. Yields the product ClC1=CC=C(C=C1)S(=O)(=O)N([C@@H](CO)C)C1=C(C=CC(=C1)Cl)Cl (4-chloro-N-(2,5-dichlorophenyl)-N-(1R)-(2-hydroxy-1-methylethyl)benzenesulfonamide). Yield: 98.0%. As a reaction SMILES: [H-].[H-].[H-].[H-].[Li+].[Al+3].[Cl:7][C:8]1[CH:13]=[CH:12][C:11]([Cl:14])=[CH:10][C:9]=1[N:15]([CH:26]([CH3:32])CC(OC)=O)[S:16]([C:19]1[CH:24]=[CH:23][C:22]([Cl:25])=[CH:21][CH:20]=1)(=[O:18])=[O:17].C1C[O:36][CH2:35]C1>>[Cl:25][C:22]1[CH:21]=[CH:20][C:19]([S:16]([N:15]([C:9]2[CH:10]=[C:11]([Cl:14])[CH:12]=[CH:13][C:8]=2[Cl:7])[C@H:26]([CH3:32])[CH2:35][OH:36])(=[O:18])=[O:17])=[CH:24][CH:23]=1 |f:0.1.2.3.4.5|. Procedure details: To a solution of LAH (18.5 mL of a 1M solution in THF, 18.5 mmol) in THF (50 mL) at −78° C. was added dropwise a solution of N-(2,5-dichlorophenyl)-N-(1-carbomethoxyprop-2-yl)-4-chlorobenzenesulfonamide (6.5 g, 15.4 mmol) in THF (100 mL). After the addition was complete, the reaction was briefly allowed to warm to 0° C. followed by cooling to −78° C. The suspension was quenched with 0.5N HCl (20 mL) and stirred at room temperature for 3 h. The resulting precipitate was removed by filteration and... The reactants are CI, FC(F)(F)c1cc(CN(Cc2cnc3ccccc3c2N(CC2CC2)CC2CC2)c2nn[nH]n2)cc(C(F)(F)F)c1, [H-], [Na+], CN(C)C=O, O. Product: Cn1nnc(N(Cc2cc(C(F)(F)F)cc(C(F)(F)F)c2)Cc2cnc3ccccc3c2N(CC2CC2)CC2CC2)n1. RXN SMILES: [CH3:44][I:45].[F:1][C:2]([c:3]1[cH:4][c:5]([CH2:6][N:7]([c:8]2[n:9][n:10][nH:11][n:12]2)[CH2:13][c:14]2[cH:15][n:16][c:17]3[cH:18][cH:19][cH:20][cH:21][c:22]3[c:23]2[N:24]([CH2:25][CH:26]2[CH2:27][CH2:28]2)[CH2:29][CH:30]2[CH2:31][CH2:32]2)[cH:33][c:34]([C:36]([F:37])([F:38])[F:39])[cH:35]1)([F:40])[F:41].[H-:42].[Na+:43].[O:47]=[CH:48][N:49]([CH3:50])[CH3:51].[OH2:46]>>[F:1][C:2]([c:3]1[cH:4][c:5]([CH2:6][N:7]([c:8]2[n:9][n:10][n:11]([CH3:44])[n:12]2)[CH2:13][c:14]2[cH:15][n:16][c:17]3[cH:18][cH:19][cH:20][cH:21][c:22]3[c:23]2[N:24]([CH2:25][CH:26]2[CH2:27][CH2:28]2)[CH2:29][CH:30]2[CH2:31][CH2:32]2)[cH:33][c:34]([C:36]([F:37])([F:38])[F:39])[cH:35]1)([F:40])[F:41].